Dataset: the Open Reaction Database (ORD), a public repository of structured organic reaction records. Task: describe an organic reaction: reactants, conditions, products, and yield Product: CCCCCOCC(Cn1ccnc1)OCc1ccc(C(=O)OCC)cc1. Starting materials: CCOC(=O)c1ccc(CBr)cc1, [H-], [Na+], C1CCOC1, CCCCCOCC(O)Cn1ccnc1. RXN SMILES: [Br:18][CH2:19][c:20]1[cH:21][cH:22][c:23]([C:24](=[O:25])[O:26][CH2:27][CH3:28])[cH:29][cH:30]1.[H-:16].[Na+:17].[O:31]1[CH2:32][CH2:33][CH2:34][CH2:35]1.[OH:1][CH:2]([CH2:3][n:4]1[cH:5][n:6][cH:7][cH:8]1)[CH2:9][O:10][CH2:11][CH2:12][CH2:13][CH2:14][CH3:15]>>[O:1]([CH:2]([CH2:3][n:4]1[cH:5][n:6][cH:7][cH:8]1)[CH2:9][O:10][CH2:11][CH2:12][CH2:13][CH2:14][CH3:15])[CH2:19][c:20]1[cH:21][cH:22][c:23]([C:24](=[O:25])[O:26][CH2:27][CH3:28])[cH:29][cH:30]1. Reactants: Cl (hydrochloric acid), COC=1C(=CC(=C(C(=O)N)C1)[N+](=O)[O-])OCCCN1CCCC1 (5-methoxy-2-nitro-4-(3-(pyrrolidin-1-yl)propoxy)benzamide). Reagents/catalysts: [Fe] (Iron). Run in CO (methanol). Run at temperature 50 celsius. Yields the product Cl.NC1=C(C(=O)N)C=C(C(=C1)OCCCN1CCCC1)OC (2-amino-5-methoxy-4-(3-(pyrrolidin-1-yl)propoxy)benzamide hydrochloride). Yield: 85.0%. RXN SMILES: [ClH:1].[CH3:2][O:3][C:4]1[C:5]([O:16][CH2:17][CH2:18][CH2:19][N:20]2[CH2:24][CH2:23][CH2:22][CH2:21]2)=[CH:6][C:7]([N+:13]([O-])=O)=[C:8]([CH:12]=1)[C:9]([NH2:11])=[O:10]>CO.[Fe]>[ClH:1].[NH2:13][C:7]1[CH:6]=[C:5]([O:16][CH2:17][CH2:18][CH2:19][N:20]2[CH2:24][CH2:23][CH2:22][CH2:21]2)[C:4]([O:3][CH3:2])=[CH:12][C:8]=1[C:9]([NH2:11])=[O:10] |f:4.5|. Procedure: Concentrated hydrochloric acid (5 ml) was added to a suspension of 5-methoxy-2-nitro-4-(3-(pyrrolidin-1-yl)propoxy)benzamide (1.5 g, 4.64 mmol) in methanol (20 ml) and the mixture was heated at 50° C. to give a solution. Iron powder (1.3 g, 23.2 mmol) was added in portions and the reaction mixture was then heated at reflux for 1 hour. The mixture was allowed to cool, the insolubles were removed by filtration through diatomaceous earth and the volatiles were removed from the filtrate by evaporati... Reaction SMILES: [CH2:1]([O:11][C:12]1[CH:20]=[CH:19][C:15]([C:16]([OH:18])=O)=[CH:14][CH:13]=1)/[CH:2]=[C:3](\[CH2:5][CH2:6][CH:7]=[C:8]([CH3:10])[CH3:9])/[CH3:4].[NH2:21][CH2:22][CH:23]1[CH2:27][CH2:26][CH2:25][N:24]1[CH2:28][CH3:29]>>[CH2:28]([N:24]1[CH2:25][CH2:26][CH2:27][CH:23]1[CH2:22][NH:21][C:16](=[O:18])[C:15]1[CH:14]=[CH:13][C:12]([O:11][CH2:1]/[CH:2]=[C:3](\[CH2:5][CH2:6][CH:7]=[C:8]([CH3:9])[CH3:10])/[CH3:4])=[CH:20][CH:19]=1)[CH3:29]. Reported procedure: In a manner identical to Example 15, 4-neryloxybenzoic acid (1.64 g) was subjected to a condensation reaction with 2-aminomethyl-1-ethylpyrrolidine (0.84ml), thereby yielding 0.69 g (30%) of the aimed compound. Yield: 30.0%. The reactants are C(\C=C(\C)/CCC=C(C)C)OC1=CC=C(C(=O)O)C=C1 (4-neryloxybenzoic acid), NCC1N(CCC1)CC (2-aminomethyl-1-ethylpyrrolidine). Yields the product C(C)N1C(CCC1)CNC(C1=CC=C(C=C1)OC\C=C(\C)/CCC=C(C)C)=O (1-ethyl-2-(4-neryloxybenzoylaminomethyl)pyrrolidine). Reactants: BrC1=CC=C(C=C1)C(F)(F)F (4-bromotrifluoromethylbenzen), Cl (hydrochloric acid), C(CCC)[Li] (n-butyllithium), B(OC)(OC)OC (trimethyl borate). Solvent: O1CCCC1 (tetrahydrofuran). The product is FC(C1=CC=C(C=C1)B(O)O)(F)F (4-trifluoromethylphenylboronic acid). As a reaction SMILES: Br[C:2]1[CH:7]=[CH:6][C:5]([C:8]([F:11])([F:10])[F:9])=[CH:4][CH:3]=1.C([Li])CCC.[B:17](OC)([O:20]C)[O:18]C.Cl>O1CCCC1>[F:9][C:8]([F:11])([F:10])[C:5]1[CH:6]=[CH:7][C:2]([B:17]([OH:20])[OH:18])=[CH:3][CH:4]=1. Reported procedure: 33 g (0.15 mol) of 4-bromotrifluoromethylbenzen was put into a 500-mL three-neck flask, and nitrogen substitution in the system was carried out. Then, 200 mL of tetrahydrofuran (THF) was added thereto, and the mixture was stirred. This mixture solution was stirred at −78° C., and 100 mL (0.16 mol) of n-butyllithium (1.6 mol/L) was dropped into the solution through a dropping funnel. After that, the obtained solution was stirred at the same temperature for 1 hour, and 22.3 mL (0.20 mol) of trimet...